From a dataset of the Open Reaction Database (ORD), a public repository of structured organic reaction records. describe an organic reaction: reactants, conditions, products, and yield Reaction SMILES: [CH3:26][c:27]1[cH:28][cH:29][cH:30][cH:31][cH:32]1.[ClH:24].[O:1]=[C:2]1[c:3]2[c:4]([cH:13][c:14]([CH:17]([C:18](=[O:19])[O:20][CH2:21][CH3:22])[CH3:23])[cH:15][cH:16]2)[S:5][c:6]2[c:7]([cH:9][cH:10][cH:11][cH:12]2)[CH2:8]1.[OH2:25]>>[CH2:2]1[c:3]2[c:4]([cH:13][c:14]([CH:17]([C:18](=[O:19])[O:20][CH2:21][CH3:22])[CH3:23])[cH:15][cH:16]2)[S:5][c:6]2[c:7]([cH:9][cH:10][cH:11][cH:12]2)[CH2:8]1. Yields the product CCOC(=O)C(C)c1ccc2c(c1)Sc1ccccc1CC2. The reactants are Cc1ccccc1, Cl, CCOC(=O)C(C)c1ccc2c(c1)Sc1ccccc1CC2=O, O. Reactants: [B-](F)(F)(F)F.[B-](F)(F)(F)F.C1C[N+]2(CC[N+]1(CC2)CCl)F (Selectfluor), CN1C([C@]2(CCC(=N2)C2=NC=CC(=C2)C2=CC=C(C=C2)C(F)(F)F)CC1)=O ((5S)-7-methyl-2-[4-[4-(trifluoromethyl)phenyl]-2-pyridyl]-1,7-diazaspiro[4.4]non-1-en-6-one), [OH-].[Na+] (sodium hydroxide), FC(C(=O)O)(F)F (trifluoroacetic acid). The solvent is CC#N (MeCN). Reaction conditions: temperature 90 celsius, time 10 minute. Product: FC1(C(=N[C@]2(C1)C(N(CC2)C)=O)C2=NC=CC(=C2)C2=CC=C(C=C2)C(F)(F)F)F ((5R)-3,3-Difluoro-7-methyl-2-[4-[4-(trifluoromethyl)phenyl]-2-pyridyl]-1,7-diazaspiro[4.4]non-1-en-6-one). The yield is 10.1%. RXN SMILES: [B-](F)(F)(F)F.[B-](F)(F)(F)F.[CH2:11]1[N+:16]2([CH2:19]Cl)[CH2:17][CH2:18][N+:13](F)([CH2:14][CH2:15]2)[CH2:12]1.CN1CC[C@]2(N=C(C3[CH:35]=[C:34]([C:36]4[CH:41]=[CH:40][C:39]([C:42]([F:45])([F:44])[F:43])=[CH:38][CH:37]=4)[CH:33]=[CH:32][N:31]=3)CC2)C1=O.[F:49][C:50](F)([F:54])[C:51](O)=O.[OH-:56].[Na+]>CC#N>[F:49][C:50]1([F:54])[CH2:51][C@@:18]2([CH2:14][CH2:15][N:16]([CH3:19])[C:17]2=[O:56])[N:13]=[C:12]1[C:11]1[CH:35]=[C:34]([C:36]2[CH:37]=[CH:38][C:39]([C:42]([F:43])([F:44])[F:45])=[CH:40][CH:41]=2)[CH:33]=[CH:32][N:31]=1 |f:0.1.2,5.6|. Procedure: Selectfluor (1500.01 mg, 4.23 mmol) was added to a dry vial charged with (5S)-7-methyl-2-[4-[4-(trifluoromethyl)phenyl]-2-pyridyl]-1,7-diazaspiro[4.4]non-1-en-6-one (which may be prepared as described in Description 118) (339.99 mg, 0.9100 mmol) in anhydrous MeCN (5 mL). trifluoroacetic acid (0.04 mL, 0.5300 mmol) was added to the solution. The vial was sealed under nitrogen and was heated to 90° C. for 20 h. The reaction mixture was allowed to cool to room temperature whence it was poured into ... The reactants are [N+](=O)([O-])C=C1NCCCCN1 (hexahydro-2-(nitromethylene)-1H-1,3-diazepine), C(C=C)Br (allyl bromide). The product is [N+](=O)([O-])C=C1N(CCCCN1)CC=C (Hexahydro-2-(nitromethylene)-1-(2-propenyl)-1H-1,3-diazepine). As a reaction SMILES: [N+:1]([CH:4]=[C:5]1[NH:11][CH2:10][CH2:9][CH2:8][CH2:7][NH:6]1)([O-:3])=[O:2].[CH2:12](Br)[CH:13]=[CH2:14]>>[N+:1]([CH:4]=[C:5]1[NH:6][CH2:7][CH2:8][CH2:9][CH2:10][N:11]1[CH2:14][CH:13]=[CH2:12])([O-:3])=[O:2]. Procedure: Method B, reacting hexahydro-2-(nitromethylene)-1H-1,3-diazepine with allyl bromide. Melting point: 82° - 83°.